From a dataset of the Open Reaction Database (ORD), a public repository of structured organic reaction records. describe an organic reaction: reactants, conditions, products, and yield As a reaction SMILES: [C:1]1([C:25]2[CH:30]=[CH:29][CH:28]=[CH:27][CH:26]=2)[CH:6]=[CH:5][C:4]([C:7]2([CH2:22][CH2:23][CH3:24])[O:11][C:10](=[O:12])[C:9]([O:13]CC3C=CC=CC=3)=[C:8]2[OH:21])=[CH:3][CH:2]=1.OC1C(=O)OC(C)(C2C=CC=CC=2)C=1O>>[C:1]1([C:25]2[CH:26]=[CH:27][CH:28]=[CH:29][CH:30]=2)[CH:6]=[CH:5][C:4]([C:7]2([CH2:22][CH2:23][CH3:24])[O:11][C:10](=[O:12])[C:9]([OH:13])=[C:8]2[OH:21])=[CH:3][CH:2]=1. Yields the product C1(=CC=C(C=C1)C1(C(=C(C(O1)=O)O)O)CCC)C1=CC=CC=C1 (5-[(1,1'-Biphenyl)-4-yl]-3,4-dihydroxy-5-propyl-2(5H)-furanone). The yield is 51.6%. Procedure: Hydrogenolysis of 250 mg of 5-[(1,1'-biphenyl)-4-yl]-4-hydroxy-3-phenylmethoxy-5-propyl-2(5H)-furanone was performed in a similar manner as described in the preparation of 3,4-dihydroxy-5-methyl-5-phenyl-2(5H)-furanone to provided 100 mg (52% yield) of a white powder: mp 203-204° C. dec.(acetone/CHCl3 /hexanes). 1H NMR (acetone-d6) δ 7.65-7.40 (m, 9H), 2.25-1.95 (m, 2H), 1.45-1.10 (m, 2H), 0.95 (t, J=6.9 Hz, 3H). Anal Calcd for C19H18O4 +0.125 H2O: C, 73.01; H, 5.88. Found: C, 72.99; H, 5.86. The reactants are C1(=CC=C(C=C1)C1(C(=C(C(O1)=O)OCC1=CC=CC=C1)O)CCC)C1=CC=CC=C1 (5-[(1,1'-biphenyl)-4-yl]-4-hydroxy-3-phenylmethoxy-5-propyl-2(5H)-furanone), OC=1C(OC(C1O)(C1=CC=CC=C1)C)=O (3,4-dihydroxy-5-methyl-5-phenyl-2(5H)-furanone). Reactants: CC(C)CC(C(=O)O)N1Cc2ccccc2CC(NC(=O)C(Cc2ccccc2)SC(=O)c2ccccc2)C1=O, CO, Cl. Product: CC(C)CC(C(=O)O)N1Cc2ccccc2CC(NC(=O)C(S)Cc2ccccc2)C1=O. As a reaction SMILES: [C:1](=[O:2])([c:3]1[cH:4][cH:5][cH:6][cH:7][cH:8]1)[S:9][CH:10]([C:11](=[O:12])[NH:13][CH:14]1[CH2:15][c:16]2[c:17]([cH:30][cH:31][cH:32][cH:33]2)[CH2:18][N:19]([CH:22]([C:23](=[O:24])[OH:25])[CH2:26][CH:27]([CH3:28])[CH3:29])[C:20]1=[O:21])[CH2:34][c:35]1[cH:36][cH:37][cH:38][cH:39][cH:40]1.[CH3:42][OH:43].[ClH:41]>>[SH:9][CH:10]([C:11](=[O:12])[NH:13][CH:14]1[CH2:15][c:16]2[c:17]([cH:30][cH:31][cH:32][cH:33]2)[CH2:18][N:19]([CH:22]([C:23](=[O:24])[OH:25])[CH2:26][CH:27]([CH3:28])[CH3:29])[C:20]1=[O:21])[CH2:34][c:35]1[cH:36][cH:37][cH:38][cH:39][cH:40]1. Reactants: [N+](=O)([O-])C1=CC=C(C=C1)COC(=O)C=1N2C(C(C2C(C1SC1COC(C1)CN(OCC1=CC=CC=C1)C(C)=O)C)C(C)O)=O (3-[[5-[[Acetyl(phenylmethoxy)amino]methyl]tetrahydro-3-furanyl]thio]-6-(1-hydroxyethyl)-4-methyl-7-oxo-1-azabicyclo[3.2.0]hept-2-ene-2-carboxylic acid (4-nitrophenyl)methyl ester), C([O-])(O)=O.[Na+] (sodium bicarbonate), O (water). The reagents and catalysts are [Pd] (palladium/carbon). Solvent: O1CCOCC1 (dioxane). Product: [Na+].C(C)(=O)N(OCC1=CC=CC=C1)CC1CC(CO1)SC1=C(N2C(C(C2C1C)C(C)O)=O)C(=O)[O-] (3-[[5-[[Acetyl(phenylmethoxy)amino]methyl]tetrahydro-3-furanyl]thio]-6-(1-hydroxyethyl)-4-methyl-7-oxo-1-azabicyclo[3.2.0]hept-2-ene-2-carboxylic acid monosodium salt). The yield is 26.5%. As a reaction SMILES: [N+](C1C=CC(C[O:11][C:12]([C:14]2[N:15]3[CH:18]([CH:19]([CH3:40])[C:20]=2[S:21][CH:22]2[CH2:26][CH:25]([CH2:27][N:28]([C:37](=[O:39])[CH3:38])[O:29][CH2:30][C:31]4[CH:36]=[CH:35][CH:34]=[CH:33][CH:32]=4)[O:24][CH2:23]2)[CH:17]([CH:41]([OH:43])[CH3:42])[C:16]3=[O:44])=[O:13])=CC=1)([O-])=O.C(=O)(O)[O-].[Na+:49].O>[Pd].O1CCOCC1>[Na+:49].[C:37]([N:28]([CH2:27][CH:25]1[O:24][CH2:23][CH:22]([S:21][C:20]2[CH:19]([CH3:40])[CH:18]3[N:15]([C:16](=[O:44])[CH:17]3[CH:41]([OH:43])[CH3:42])[C:14]=2[C:12]([O-:13])=[O:11])[CH2:26]1)[O:29][CH2:30][C:31]1[CH:36]=[CH:35][CH:34]=[CH:33][CH:32]=1)(=[O:39])[CH3:38] |f:1.2,6.7|. Procedure: The title compound is prepared by the procedure of Example 18 using 0.272 g of product from Example 74, 0.0402 g of sodium bicarbonate, 2 ml of water, 11.3 ml of dioxane, and 0.110 g of 10% palladium/carbon to give 0.059 g of the desired product. Reactants: CN1C(=C(C2=CC=C(C=C12)O)CC1=CC=C(C=C1)Cl)CC(C(=O)OC)(C)C (Methyl 3-[N-methyl-3-(p-chlorobenzyl)-6-hydroxyindol-2-yl]-2,2-dimethylpropanoate), C(=O)([O-])[O-].[K+].[K+] (K2CO3), BrCC1=NC2=CC=CC=C2C=C1 (2-(bromomethyl)quinoline), NH4OAc. The solvent is CN(C)C=O (DMF). Run at time 18 hour. The product is CN1C(=C(C2=CC=C(C=C12)OCC1=NC2=CC=CC=C2C=C1)CC1=CC=C(C=C1)Cl)CC(C(=O)OC)(C)C (Methyl 3-[N-methyl-3-(p-chlorobenzyl)-6-(quinolin-2-ylmethoxy)indol-2-yl]-2,2-dimethylpropanoate). As a reaction SMILES: [CH3:1][N:2]1[C:10]2[C:5](=[CH:6][CH:7]=[C:8]([OH:11])[CH:9]=2)[C:4]([CH2:12][C:13]2[CH:18]=[CH:17][C:16]([Cl:19])=[CH:15][CH:14]=2)=[C:3]1[CH2:20][C:21]([CH3:27])([CH3:26])[C:22]([O:24][CH3:25])=[O:23].C([O-])([O-])=O.[K+].[K+].Br[CH2:35][C:36]1[CH:45]=[CH:44][C:43]2[C:38](=[CH:39][CH:40]=[CH:41][CH:42]=2)[N:37]=1>CN(C=O)C>[CH3:1][N:2]1[C:10]2[C:5](=[CH:6][CH:7]=[C:8]([O:11][CH2:35][C:36]3[CH:45]=[CH:44][C:43]4[C:38](=[CH:39][CH:40]=[CH:41][CH:42]=4)[N:37]=3)[CH:9]=2)[C:4]([CH2:12][C:13]2[CH:18]=[CH:17][C:16]([Cl:19])=[CH:15][CH:14]=2)=[C:3]1[CH2:20][C:21]([CH3:27])([CH3:26])[C:22]([O:24][CH3:25])=[O:23] |f:1.2.3|. Reported procedure: To a solution of 315 mg of the ester from Step B in 3 mL of DMF were added 225 mg of milled K2CO3 and 272 mg of 2-(bromomethyl)quinoline. The mixture was stirred at R.T. for 18 h, poured into 25% aq. NH4OAc, and extracted with ethyl acetate. The organic extract was dried over Na2SO4 and evaporated to dryness to give an oil which was chromatographed on flash silica gel using ethyl acetate:hexane (30:70) as eluant to give the title compound as a foam. The reactants are COC=1C=CC=C(C1C=2C=CC=CC2P(C3CCCCC3)C4CCCCC4)OC (S-Phos), C1(CC1)B(O)O (cyclopropylboronic acid), [O-]P(=O)([O-])[O-].[K+].[K+].[K+] (K3PO4), BrC1=C2CCN3C(C2=CC=C1F)=CC(=NCC3=O)N3C=NC(=C3)COC (9-bromo-10-fluoro-2-(4-(methoxymethyl)-1H-imidazol-1-yl)-7,8-dihydro-[1,4]diazepino[7,1-a]isoquinolin-5(4H)-one). The reagents and catalysts are CC(=O)[O-].CC(=O)[O-].[Pd+2] (Pd(OAc)2). The solvent is C(Cl)Cl (DCM), C(Cl)Cl (DCM), CO (MeOH), CO (MeOH), C(Cl)Cl (DCM), CO (MeOH), C(Cl)Cl (DCM), CO (MeOH), C1(=CC=CC=C1)C (toluene). Conditions: temperature 100 celsius, time 5 minute. Product: C1(CC1)C1=C2CCN3C(C2=CC=C1F)=CC(=NCC3=O)N3C=NC(=C3)COC (9-cyclopropyl-10-fluoro-2-(4-(methoxymethyl)-1H-imidazol-1-yl)-7,8-dihydro-[1,4]diazepino[7,1-a]isoquinolin-5(4H)-one). As a reaction SMILES: Br[C:2]1[C:11]([F:12])=[CH:10][CH:9]=[C:8]2[C:3]=1[CH2:4][CH2:5][N:6]1[C:17](=[O:18])[CH2:16][N:15]=[C:14]([N:19]3[CH:23]=[C:22]([CH2:24][O:25][CH3:26])[N:21]=[CH:20]3)[CH:13]=[C:7]12.CO[C:29]1C=CC=C(OC)[C:34]=1[C:35]1C=CC=CC=1P(C1CCCCC1)C1CCCCC1.C1(B(O)O)CC1.[O-]P([O-])([O-])=O.[K+].[K+].[K+]>C1(C)C=CC=CC=1.C(Cl)Cl.CC([O-])=O.CC([O-])=O.[Pd+2].CO>[CH:35]1([C:2]2[C:11]([F:12])=[CH:10][CH:9]=[C:8]3[C:3]=2[CH2:4][CH2:5][N:6]2[C:17](=[O:18])[CH2:16][N:15]=[C:14]([N:19]4[CH:23]=[C:22]([CH2:24][O:25][CH3:26])[N:21]=[CH:20]4)[CH:13]=[C:7]23)[CH2:34][CH2:29]1 |f:3.4.5.6,9.10.11|. Procedure details: Example 96-2. 9-bromo-10-fluoro-2-(4-(methoxymethyl)-1H-imidazol-1-yl)-7,8-dihydro-[1,4]diazepino[7,1-a]isoquinolin-5(4H)-one (1.5 g, 3.58 mmol) was dissolved in toluene (36 mL) and S-Phos (0.47 g, 1.14 mmol), cyclopropylboronic acid (0.615 g, 7.16 mmol) and K3PO4 (1.59 g, 7.51 mmol) were added. The suspension was degassed, Pd(OAc)2 (0.16 g, 0.72 mmol) was added under Argon and the mixture was heated at 100° C. for 1.5 h. The mixture was allowed to warm to RT and filtered through a pad of celite... Starting materials: C(C)(C)(C)OC(N[C@H](CC1=CC=C(C=C1)C1=CC(=CC=C1)Cl)CO)=O ([(R)-2-(3′-chloro-biphenyl-4-yl)-1-hydroxymethyl-ethyl]-carbamic acid tert-butyl ester), CC(=O)OI1(C=2C=CC=CC2C(=O)O1)(OC(=O)C)OC(=O)C (Dess-Martin periodinane). The solvent is CCOC(=O)C (EtOAc), C(Cl)Cl (DCM). Conditions: time 2 hour. Product: C(C)(C)(C)OC(N[C@H](CC1=CC=C(C=C1)C1=CC(=CC=C1)Cl)C=O)=O ([(R)-2-(3′-chloro-biphenyl-4-yl)-1-formyl-ethyl]-carbamic acid tert-butyl ester). Isolated yield 52.8%. Reaction SMILES: [C:1]([O:5][C:6](=[O:25])[NH:7][C@@H:8]([CH2:23][OH:24])[CH2:9][C:10]1[CH:15]=[CH:14][C:13]([C:16]2[CH:21]=[CH:20][CH:19]=[C:18]([Cl:22])[CH:17]=2)=[CH:12][CH:11]=1)([CH3:4])([CH3:3])[CH3:2].CC(OI1(OC(C)=O)(OC(C)=O)OC(=O)C2C=CC=CC1=2)=O>C(Cl)Cl.CCOC(C)=O>[C:1]([O:5][C:6](=[O:25])[NH:7][C@@H:8]([CH:23]=[O:24])[CH2:9][C:10]1[CH:15]=[CH:14][C:13]([C:16]2[CH:21]=[CH:20][CH:19]=[C:18]([Cl:22])[CH:17]=2)=[CH:12][CH:11]=1)([CH3:2])([CH3:4])[CH3:3]. Reported procedure: Next, to a solution of [(R)-2-(3′-chloro-biphenyl-4-yl)-1-hydroxymethyl-ethyl]-carbamic acid tert-butyl ester (2.0 g, 5.53 mmol) in DCM (30 mL) is added Dess-Martin periodinane (2.81 g, 6.63 mmol). After being stirred at room temperature for 2 h, the reaction mixture is diluted with EtOAc and washed with saturated NaHCO3 aqueous solution and brine. The organic layer is dried over Na2SO4 and concentrated. The residue is purified by flash column chromatography (silica gel, eluent; heptane/EtOAc=10... Starting materials: O=C([O-])O, Cl, [I-], [K+], O=N[O-], Nc1ccc2[nH]ncc2c1, [Na+], [Na+], [Na+], [OH-], O. The product is Ic1ccc2[nH]ncc2c1. Reaction SMILES: [C:20](=[O:21])([OH:22])[O-:23].[ClH:11].[I-:17].[K+:16].[N:12]([O-:13])=[O:14].[NH2:1][c:2]1[cH:3][c:4]2[cH:5][n:6][nH:7][c:8]2[cH:9][cH:10]1.[Na+:15].[Na+:19].[Na+:24].[OH-:18].[OH2:25]>>[c:2]1([I:17])[cH:3][c:4]2[cH:5][n:6][nH:7][c:8]2[cH:9][cH:10]1.